From a dataset of the Open Reaction Database (ORD), a public repository of structured organic reaction records. describe an organic reaction: reactants, conditions, products, and yield Starting materials: Br, C=CC(=O)OCCCC, CC(C)=O, CO, [Cu]Br, O=N[O-], COC(=O)COc1ccc(N)cc1, [Na+]. Yields the product CCCCOC(=O)C(Br)Cc1ccc(OCC(=O)OC)cc1. Reaction SMILES: [BrH:1].[CH3:19][CH2:20][CH2:21][CH2:22][O:23][C:24](=[O:25])[CH:26]=[CH2:27].[CH3:30][C:31](=[O:32])[CH3:33].[CH3:34][OH:35].[Cu:28][Br:29].[N:2]([O-:3])=[O:4].[NH2:6][c:7]1[cH:8][cH:9][c:10]([O:11][CH2:12][C:13](=[O:14])[O:15][CH3:16])[cH:17][cH:18]1.[Na+:5]>>[Br:1][CH:26]([C:24]([O:23][CH2:22][CH2:21][CH2:20][CH3:19])=[O:25])[CH2:27][c:7]1[cH:8][cH:9][c:10]([O:11][CH2:12][C:13](=[O:14])[O:15][CH3:16])[cH:17][cH:18]1.